From a dataset of the Open Reaction Database (ORD), a public repository of structured organic reaction records. describe an organic reaction: reactants, conditions, products, and yield Starting materials: FC=1C=C(C=O)C=CC1 (3-fluorobenzaldehyde), CC(C)(C)[N+](=O)[O-] (1,1-dimethylnitroethane), C(C)(=O)O (acetic acid). The reagents and catalysts are [Zn] (zinc). Run in C(C)O (ethanol). Product: FC=1C=C(C=CC1)C=[N+]([O-])C(C)(C)C (α-(3-fluorophenyl)-N-t-butylnitrone). Reaction SMILES: [F:1][C:2]1[CH:3]=[C:4]([CH:7]=[CH:8][CH:9]=1)[CH:5]=O.[CH3:10][C:11]([N+:14]([O-])=[O:15])([CH3:13])[CH3:12].C(O)(=O)C>C(O)C.[Zn]>[F:1][C:2]1[CH:3]=[C:4]([CH:5]=[N+:14]([C:11]([CH3:13])([CH3:12])[CH3:10])[O-:15])[CH:7]=[CH:8][CH:9]=1. Procedure: To a suspension of 3-fluorobenzaldehyde (327.5 mg, 2.64 mmol), 1,1-dimethylnitroethane (542.3 mg, 5.26 mmol) and zinc (517.9 mg, 7.92 mmol) in ethanol (3.0 ml) was added acetic acid (946.2 mg, 15.8 mmol) dropwise at 5° C. while stirring. The mixture was stirred at room temperature for 5 hours. Zinc acetate in the mixture was filtered off and the filtrate was concentrated and purified by silica gel chromatography (hexane/ethyl acetate=2/1). Yield: 74.3%. Reactants: BrCCOC1=C(C=C(C=C1)C(=O)C1=CC=C(C=C1)O)F ((4-(2-bromoethoxy)-3-fluorophenyl)(4-hydroxyphenyl)methanone), ClC1=CC=C(C=N1)C(=O)C1=CC=C(C=C1)OC1OCCCC1 ((6-chloropyridin-3-yl)(4-(tetrahydro-2H-pyran-2-yloxy)phenyl)methanone). As a reaction SMILES: [Br:1][CH2:2][CH2:3][O:4][C:5]1[CH:10]=[CH:9][C:8]([C:11]([C:13]2[CH:18]=[CH:17][C:16]([OH:19])=[CH:15][CH:14]=2)=O)=[CH:7][C:6]=1[F:20].ClC1N=C[C:25]([C:28]([C:30]2[CH:35]=[CH:34][C:33](OC3CCCCO3)=[CH:32][CH:31]=2)=O)=[CH:24]C=1>>[Br:1][CH2:2][CH2:3][O:4][C:5]1[CH:10]=[CH:9][C:8]([C:11]([C:13]2[CH:18]=[CH:17][C:16]([OH:19])=[CH:15][CH:14]=2)=[C:28]([C:30]2[CH:35]=[CH:34][CH:33]=[CH:32][CH:31]=2)[CH2:25][CH3:24])=[CH:7][C:6]=1[F:20]. Yields the product BrCCOC1=C(C=C(C=C1)C(=C(CC)C1=CC=CC=C1)C1=CC=C(C=C1)O)F (4-(1-(4-(2-bromoethoxy)-3-fluorophenyl)-2-phenylbut-1-enyl)-phenol). Procedure: According to general procedure of McMurry reaction as example 1, step D described, (4-(2-bromoethoxy)-3-fluorophenyl)(4-hydroxyphenyl)methanone (150 mg, 0.442 mmol) was reacted with 1-(2,3-dihydrobenzofuran-5-yl)propan-1-one (94 mg, 0.533 mmol, made by example 1, step A) to give 145 mg desired product (68%, Z/E=1/1) as a gray solid. Reactants: [H-].[Na+] (sodium hydride), ice water, C1(=CC=CC=C1)C(OC1CCN(CC1)CCCCCCO)C1=CC=CC=C1 (4-(diphenylmethoxy)-1-piperidinehexanol), ClC=1C(=CC=2N(N1)N=CN2)C (6-chloro-7-methyl[1,2,4]triazolo[1,5-b]pyridazine). Run in O1CCCC1 (tetrahydrofuran). The product is Cl.C1(=CC=CC=C1)C(OC1CCN(CC1)CCCCCCOC=1C(=CC=2N(N1)N=CN2)C)C2=CC=CC=C2 (6-[6-[4-(diphenylmethoxy)piperidino] hexyloxy]-7-methyl[1,2,4]triazolo[1,5-b]pyridazine hydrochloride). The yield is 38.7%. Reaction SMILES: [H-].[Na+].[C:3]1([CH:9]([C:24]2[CH:29]=[CH:28][CH:27]=[CH:26][CH:25]=2)[O:10][CH:11]2[CH2:16][CH2:15][N:14]([CH2:17][CH2:18][CH2:19][CH2:20][CH2:21][CH2:22][OH:23])[CH2:13][CH2:12]2)[CH:8]=[CH:7][CH:6]=[CH:5][CH:4]=1.[Cl:30][C:31]1[C:32]([CH3:40])=[CH:33][C:34]2[N:35]([N:37]=[CH:38][N:39]=2)[N:36]=1>O1CCCC1>[ClH:30].[C:3]1([CH:9]([C:24]2[CH:25]=[CH:26][CH:27]=[CH:28][CH:29]=2)[O:10][CH:11]2[CH2:16][CH2:15][N:14]([CH2:17][CH2:18][CH2:19][CH2:20][CH2:21][CH2:22][O:23][C:31]3[C:32]([CH3:40])=[CH:33][C:34]4[N:35]([N:37]=[CH:38][N:39]=4)[N:36]=3)[CH2:13][CH2:12]2)[CH:4]=[CH:5][CH:6]=[CH:7][CH:8]=1 |f:0.1,5.6|. Reported procedure: 160 mg of 60% sodium hydride in oil was suspended in 20 ml of tetrahydrofuran; 1.24 g of 4-(diphenylmethoxy)-1-piperidinehexanol was added, followed by heating and refluxing for 1 hour. After cooling, 570 mg of 6-chloro-7-methyl[1,2,4]triazolo[1,5-b]pyridazine was added, followed by heating and refluxing for 1 hour. After cooling, ice water was added, followed by extraction with ethyl acetate; the extract was washed with saturated saline and dried with magnesium sulfate. After the dry product wa... RXN SMILES: [C:1]([CH2:2][CH3:3])(=[O:4])[Cl:5].[Cl:28][CH2:29][Cl:30].[Na+:32].[OH-:31].[c:6]1([CH2:12][N:13]2[CH2:14][CH:15]([O:26][CH3:27])[CH:16]([NH:19][c:20]3[cH:21][cH:22][cH:23][cH:24][cH:25]3)[CH2:17][CH2:18]2)[cH:7][cH:8][cH:9][cH:10][cH:11]1>>[C:1]([CH2:2][CH3:3])(=[O:4])[N:19]([CH:16]1[CH:15]([O:26][CH3:27])[CH2:14][N:13]([CH2:12][c:6]2[cH:7][cH:8][cH:9][cH:10][cH:11]2)[CH2:18][CH2:17]1)[c:20]1[cH:21][cH:22][cH:23][cH:24][cH:25]1. The product is CCC(=O)N(c1ccccc1)C1CCN(Cc2ccccc2)CC1OC. Reactants: CCC(=O)Cl, ClCCl, [Na+], [OH-], COC1CN(Cc2ccccc2)CCC1Nc1ccccc1. Starting materials: CN(C)C=O, COc1cc2cc3c(Nc4ccc(Sc5nccn5C)c(Cl)c4)c(C#N)cnc3cc2cc1OCCCl, [Na+], [OH-], c1c[nH]nn1. The product is COc1cc2cc3c(Nc4ccc(Sc5nccn5C)c(Cl)c4)c(C#N)cnc3cc2cc1OCCn1nccn1. Reaction SMILES: [CH:45]([N:46]([CH3:47])[CH3:48])=[O:49].[Cl:1][CH2:2][CH2:3][O:4][c:5]1[cH:6][c:7]2[c:8]([cH:9][c:10]3[c:11]([NH:19][c:20]4[cH:21][c:22]([Cl:33])[c:23]([S:26][c:27]5[n:28]([CH3:32])[cH:29][cH:30][n:31]5)[cH:24][cH:25]4)[c:12]([C:17]#[N:18])[cH:13][n:14][c:15]3[cH:16]2)[cH:34][c:35]1[O:36][CH3:37].[Na+:44].[OH-:43].[nH:38]1[n:39][n:40][cH:41][cH:42]1>>[CH2:2]([CH2:3][O:4][c:5]1[cH:6][c:7]2[c:8]([cH:9][c:10]3[c:11]([NH:19][c:20]4[cH:21][c:22]([Cl:33])[c:23]([S:26][c:27]5[n:28]([CH3:32])[cH:29][cH:30][n:31]5)[cH:24][cH:25]4)[c:12]([C:17]#[N:18])[cH:13][n:14][c:15]3[cH:16]2)[cH:34][c:35]1[O:36][CH3:37])[n:39]1[n:38][cH:42][cH:41][n:40]1. Starting materials: CC[S-], Nc1cccc(Br)n1, [Na+], CN(C)C=O. The product is CCSc1cccc(N)n1. As a reaction SMILES: [CH2:9]([CH3:10])[S-:11].[NH2:1][c:2]1[n:3][c:4]([Br:8])[cH:5][cH:6][cH:7]1.[Na+:12].[O:13]=[CH:14][N:15]([CH3:16])[CH3:17]>>[NH2:1][c:2]1[n:3][c:4]([S:11][CH2:9][CH3:10])[cH:5][cH:6][cH:7]1. The reactants are NC([C@H](CC1=CC=C(C=C1)B1OC(C(O1)(C)C)(C)C)NC(=O)C1(CCOCC1)NC(OC(C)(C)C)=O)=O ((S)-tert-Butyl 4-(1-amino-1-oxo-3-(4-(4,4,5,5-tetramethyl-1,3,2-dioxaborolan-2-yl)phenyl)propan-2-ylcarbamoyl)tetrahydro-2H-pyran-4-ylcarbamate), BrC1=CC(=NC=C1)OC (4-bromo-2-methoxypyridine), C([O-])([O-])=O.[Na+].[Na+] (sodium carbonate). The solvent is C(C)#N (acetonitrile). Conditions: temperature 85 celsius. Product: NC([C@H](CC1=CC=C(C=C1)C1=CC(=NC=C1)OC)NC(=O)C1(CCOCC1)NC(OC(C)(C)C)=O)=O ((S)-tert-Butyl 4-(1-amino-3-(4-(2-methoxypyridin-4-yl)phenyl)-1-oxopropan-2-ylcarbamoyl)tetrahydro-2H-pyran-4-ylcarbamate). The yield is 88.8%. RXN SMILES: [NH2:1][C:2](=[O:37])[C@@H:3]([NH:20][C:21]([C:23]1([NH:29][C:30](=[O:36])[O:31][C:32]([CH3:35])([CH3:34])[CH3:33])[CH2:28][CH2:27][O:26][CH2:25][CH2:24]1)=[O:22])[CH2:4][C:5]1[CH:10]=[CH:9][C:8](B2OC(C)(C)C(C)(C)O2)=[CH:7][CH:6]=1.Br[C:39]1[CH:44]=[CH:43][N:42]=[C:41]([O:45][CH3:46])[CH:40]=1.C(=O)([O-])[O-].[Na+].[Na+]>C(#N)C>[NH2:1][C:2](=[O:37])[C@@H:3]([NH:20][C:21]([C:23]1([NH:29][C:30](=[O:36])[O:31][C:32]([CH3:35])([CH3:34])[CH3:33])[CH2:24][CH2:25][O:26][CH2:27][CH2:28]1)=[O:22])[CH2:4][C:5]1[CH:6]=[CH:7][C:8]([C:39]2[CH:44]=[CH:43][N:42]=[C:41]([O:45][CH3:46])[CH:40]=2)=[CH:9][CH:10]=1 |f:2.3.4|. Procedure details: (S)-tert-Butyl 4-(1-amino-1-oxo-3-(4-(4,4,5,5-tetramethyl-1,3,2-dioxaborolan-2-yl)phenyl)propan-2-ylcarbamoyl)tetrahydro-2H-pyran-4-ylcarbamate (Example 16, step (i), 250 mg) and 4-bromo-2-methoxypyridine (91 mg) in acetonitrile (8 mL) were treated with aqueous sodium carbonate solution (2M, 0.5 mL) and nitrogen was bubbled through the mixture. 1,1 bis(Di-tert-butylphosphino)ferrocene palladium dichloride (5 mg) was added and the mixture was heated at 85° C. for 18 h. The mixture was evaporated ...